From a dataset of the Open Reaction Database (ORD), a public repository of structured organic reaction records. describe an organic reaction: reactants, conditions, products, and yield Starting materials: C(C)(C)(C)P(C(C)(C)C)C(C)(C)C (Tri-t-butylphosphine), BrC1=CC=C(C=C1)S(=O)(=O)NC (4-Bromo-N-methylbenzenesulfonamide), C(#N)C1=CC=C(N1C)B(O)O (5-cyano-1-methyl-1H-pyrrol-2-ylboronic acid), [F-].[K+] (potassium fluoride), crude product. Reagents/catalysts: C=1C=CC(=CC1)/C=C/C(=O)/C=C/C2=CC=CC=C2.C=1C=CC(=CC1)/C=C/C(=O)/C=C/C2=CC=CC=C2.C=1C=CC(=CC1)/C=C/C(=O)/C=C/C2=CC=CC=C2.[Pd].[Pd] (tris(dibenzylideneacetone)dipalladium(0)). Reaction conditions: time 16 hour. The product is C(#N)C1=CC=C(N1C)C1=CC=C(C=C1)S(=O)(=O)NC (4-(5-cyano-1-methyl-1H-pyrrol-2-yl)-N-methylbenzenesulfonamide). Yield: 25.4%. Reaction SMILES: Br[C:2]1[CH:7]=[CH:6][C:5]([S:8]([NH:11][CH3:12])(=[O:10])=[O:9])=[CH:4][CH:3]=1.[C:13]([C:15]1[N:19]([CH3:20])[C:18](B(O)O)=[CH:17][CH:16]=1)#[N:14].[F-].[K+].C(P(C(C)(C)C)C(C)(C)C)(C)(C)C>C1C=CC(/C=C/C(/C=C/C2C=CC=CC=2)=O)=CC=1.C1C=CC(/C=C/C(/C=C/C2C=CC=CC=2)=O)=CC=1.C1C=CC(/C=C/C(/C=C/C2C=CC=CC=2)=O)=CC=1.[Pd].[Pd]>[C:13]([C:15]1[N:19]([CH3:20])[C:18]([C:2]2[CH:7]=[CH:6][C:5]([S:8]([NH:11][CH3:12])(=[O:10])=[O:9])=[CH:4][CH:3]=2)=[CH:17][CH:16]=1)#[N:14] |f:2.3,5.6.7.8.9|. Reported procedure: 4-Bromo-N-methylbenzenesulfonamide (100 mg, 0.40 mmol), 5-cyano-1-methyl-1H-pyrrol-2-ylboronic acid (72 mg, 0.48 mmol), potassium fluoride (76 mg, 1.3 mmol), and tris(dibenzylideneacetone)dipalladium(0) (10 mg, 0.01 mmol) were placed in an oven dried flask under nitrogen and dry THF (1.0 mL) was added. Tri-t-butylphosphine (60 μL, 0.02 mmol, 10 wt % in hexane) was added and the reaction was stirred for 16 hours. The reaction mixture was filtered through silica and rinsed with ethyl acetate. The ...